The task is: describe an organic reaction: reactants, conditions, products, and yield. This data is from the Open Reaction Database (ORD), a public repository of structured organic reaction records. Reactants: O (water), Example 4-31(1), [F-].[Cs+] (cesium fluoride), C(C)(C)(C)C1=CC=C(C=C1)\C(=C/[C@H]1CCC(N1CC1=C(C=C(C=C1)OC)OC)=O)\[Sn](CCCC)(CCCC)CCCC ((5R)-5-[(E)-2-(4-tert-butylphenyl)-2-(tributylstannyl)ethenyl]-1-(2,4-dimethoxybenzyl)pyrrolidin-2-one), Example 4-26, IC1=CC=C(C(=N1)OC)N (6-iodo-2-methoxypyridin-3-amine). The reagents and catalysts are C=1C=CC(=CC1)[P](C=2C=CC=CC2)(C=3C=CC=CC3)[Pd]([P](C=4C=CC=CC4)(C=5C=CC=CC5)C=6C=CC=CC6)([P](C=7C=CC=CC7)(C=8C=CC=CC8)C=9C=CC=CC9)[P](C=1C=CC=CC1)(C=1C=CC=CC1)C=1C=CC=CC1 (Tetrakis(triphenylphosphine)palladium(0)), [Cu](I)I (copper iodide). Solvent: C(C)(=O)OCC (ethyl acetate), CN(C=O)C (N,N-dimethylformamide). Run at temperature 65 celsius, time 3 hour. The product is NC=1C=CC(=NC1OC)/C(=C/[C@H]1CCC(N1CC1=C(C=C(C=C1)OC)OC)=O)/C1=CC=C(C=C1)C(C)(C)C ((5R)-5-[(E)-2-(5-amino-6-methoxypyridin-2-yl)-2-(4-tert-butylphenyl)ethenyl]-1-(2,4-dimethoxybenzyl)pyrrolidin-2-one). RXN SMILES: [C:1]([C:5]1[CH:10]=[CH:9][C:8](/[C:11](/[Sn](CCCC)(CCCC)CCCC)=[CH:12]\[C@@H:13]2[N:17]([CH2:18][C:19]3[CH:24]=[CH:23][C:22]([O:25][CH3:26])=[CH:21][C:20]=3[O:27][CH3:28])[C:16](=[O:29])[CH2:15][CH2:14]2)=[CH:7][CH:6]=1)([CH3:4])([CH3:3])[CH3:2].I[C:44]1[N:49]=[C:48]([O:50][CH3:51])[C:47]([NH2:52])=[CH:46][CH:45]=1.[F-].[Cs+].O>CN(C)C=O.C1C=CC([P]([Pd]([P](C2C=CC=CC=2)(C2C=CC=CC=2)C2C=CC=CC=2)([P](C2C=CC=CC=2)(C2C=CC=CC=2)C2C=CC=CC=2)[P](C2C=CC=CC=2)(C2C=CC=CC=2)C2C=CC=CC=2)(C2C=CC=CC=2)C2C=CC=CC=2)=CC=1.[Cu](I)I.C(OCC)(=O)C>[NH2:52][C:47]1[CH:46]=[CH:45][C:44](/[C:11](/[C:8]2[CH:9]=[CH:10][C:5]([C:1]([CH3:3])([CH3:2])[CH3:4])=[CH:6][CH:7]=2)=[CH:12]/[C@@H:13]2[N:17]([CH2:18][C:19]3[CH:24]=[CH:23][C:22]([O:25][CH3:26])=[CH:21][C:20]=3[O:27][CH3:28])[C:16](=[O:29])[CH2:15][CH2:14]2)=[N:49][C:48]=1[O:50][CH3:51] |f:2.3,^1:64,66,85,104|. Reported procedure: Tetrakis(triphenylphosphine)palladium(0) (50 mg) was added to a solution of (5R)-5-[(E)-2-(4-tert-butylphenyl)-2-(tributylstannyl)ethenyl]-1-(2,4-dimethoxybenzyl)pyrrolidin-2-one obtained in Reference Example 4-26 (296 mg), 6-iodo-2-methoxypyridin-3-amine obtained in Reference Example 4-31(1) (220 mg), cesium fluoride (135 mg) and copper iodide (93 mg) in N,N-dimethylformamide (1.5 mL) in a nitrogen atmosphere, and the mixture was stirred at 65° C. for three hours. The reaction solution was left...